This data is from the Open Reaction Database (ORD), a public repository of structured organic reaction records. The task is: describe an organic reaction: reactants, conditions, products, and yield The reactants are Cc1cccc(-c2c[nH]c(=O)[nH]c2=O)n1, CS(C)=O, CCN(C(C)C)C(C)C, FC(F)(F)c1ccc(C23CC2CN(CCCCl)C3)cc1, Cl, Cl, C1COCCO1, O. Product: Cc1cccc(-c2cn(CCCN3CC4CC4(c4ccc(C(F)(F)F)cc4)C3)c(=O)[nH]c2=O)n1, Cl, Cl. Reaction SMILES: [CH3:2][c:3]1[cH:4][cH:5][cH:6][c:7](-[c:9]2[c:10](=[O:16])[nH:11][c:12](=[O:15])[nH:13][cH:14]2)[n:8]1.[CH3:53][S:54]([CH3:55])=[O:56].[CH:37]([N:38]([CH2:39][CH3:40])[CH:41]([CH3:42])[CH3:43])([CH3:44])[CH3:45].[Cl:17][CH2:18][CH2:19][CH2:20][N:21]1[CH2:22][C:23]2([c:27]3[cH:28][cH:29][c:30]([C:33]([F:34])([F:35])[F:36])[cH:31][cH:32]3)[CH2:24][CH:25]2[CH2:26]1.[ClH:1].[ClH:46].[O:47]1[CH2:48][CH2:49][O:50][CH2:51][CH2:52]1.[OH2:57]>>[CH3:2][c:3]1[cH:4][cH:5][cH:6][c:7](-[c:9]2[c:10](=[O:16])[nH:11][c:12](=[O:15])[n:13]([CH2:18][CH2:19][CH2:20][N:21]3[CH2:22][C:23]4([c:27]5[cH:28][cH:29][c:30]([C:33]([F:34])([F:35])[F:36])[cH:31][cH:32]5)[CH2:24][CH:25]4[CH2:26]3)[cH:14]2)[n:8]1.[ClH:17].[ClH:1].